Dataset: the Open Reaction Database (ORD), a public repository of structured organic reaction records. Task: describe an organic reaction: reactants, conditions, products, and yield Reactants: ClC1=NC(=NC(=C1)NC=O)C(C(=O)OCC)=NOC (ethyl 2-(4-chloro-6-formamidopyrimidin-2-yl)-2-methoxyiminoacetate), P(=O)(Cl)(Cl)Cl (phosphoryl chloride). Run in C(C)O (ethanol). Run at time 1.5 hour. Yields the product NC1=NC(=NC(=C1)Cl)C(C(=O)OCC)=NOC (ethyl 2-(4-amino-6-chloropyrimidin-2-yl)-2-methoxyiminoacetate). Isolated yield 65.1%. As a reaction SMILES: [Cl:1][C:2]1[CH:7]=[C:6]([NH:8]C=O)[N:5]=[C:4]([C:11](=[N:17][O:18][CH3:19])[C:12]([O:14][CH2:15][CH3:16])=[O:13])[N:3]=1.P(Cl)(Cl)(Cl)=O>C(O)C>[NH2:8][C:6]1[CH:7]=[C:2]([Cl:1])[N:3]=[C:4]([C:11](=[N:17][O:18][CH3:19])[C:12]([O:14][CH2:15][CH3:16])=[O:13])[N:5]=1. Procedure details: To a solution of ethyl 2-(4-chloro-6-formamidopyrimidin-2-yl)-2-methoxyiminoacetate (syn isomer) (17 g) in ethanol (255 ml) was added dropwise phosphoryl chloride (14.7 g) under cooling in an ice bath. The mixture was stirred for 1.5 hours at ambient temperature and evaporated to dryness. The residue was dissolved in a mixture of ethyl acetate and water and adjusted to pH 7 with an aqueous solution of sodium bicarbonate. The organic layer was separated out, dried over anhydrous magnesium sulfate... Starting materials: COC([C@@H](N)CS)=O (L-cysteine methyl ester), C(=O)CCC[C@@H](C(=O)O)N1C(C=2C(C1=O)=CC=CC2)=O (5-formyl-2(S)-phthalimidopentanoic acid), ( 4H ). Run in C(Cl)(Cl)Cl (chloroform), O1CCCC1 (tetrahydrofuran). Product: C(=O)(O)C(CCCC1SC[C@H](N1)C(=O)OC)N1C(C=2C(C1=O)=CC=CC2)=O (Methyl 2-(4'-carboxy-4'-phthalimidobutyl)-4(R)-thiazolidinecarboxylate). RXN SMILES: [CH3:1][O:2][C:3](=[O:8])[C@H:4]([CH2:6][SH:7])[NH2:5].[CH:9]([CH2:11][CH2:12][CH2:13][C@H:14]([N:18]1[C:22](=[O:23])[C:21]2=[CH:24][CH:25]=[CH:26][CH:27]=[C:20]2[C:19]1=[O:28])[C:15]([OH:17])=[O:16])=O>O1CCCC1.C(Cl)(Cl)Cl>[C:15]([CH:14]([N:18]1[C:19](=[O:28])[C:20]2=[CH:27][CH:26]=[CH:25][CH:24]=[C:21]2[C:22]1=[O:23])[CH2:13][CH2:12][CH2:11][CH:9]1[NH:5][C@H:4]([C:3]([O:2][CH3:1])=[O:8])[CH2:6][S:7]1)([OH:17])=[O:16]. Procedure details: A solution of L-cysteine methyl ester (1.71 g) and 5-formyl-2(S)-phthalimidopentanoic acid (3.49 g) in 120 ml of tetrahydrofuran was stirred under nitrogen for 2.5 hours and then taken to dryness to yield a white foam. This residue was dissolved in 250 ml of chloroform and washed with water (2×30 ml). The combined aqueous layers were back extracted with chloroform (2×30 ml). The organic layers were dried (Na2SO4) and then concentrated in vacuo to give a white foam, 4.83 g. Tlc on silica [4:1 Eth... The reactants are [N+](=O)([O-])C=1C=C(C=CC1)B(O)O (3-nitrobenzeneboronic acid), BrC1=C(C=C(N)C=C1)Cl (4-bromo-3-chloroaniline). Reagents/catalysts: C=1C=CC(=CC1)[P](C=2C=CC=CC2)(C=3C=CC=CC3)[Pd]([P](C=4C=CC=CC4)(C=5C=CC=CC5)C=6C=CC=CC6)([P](C=7C=CC=CC7)(C=8C=CC=CC8)C=9C=CC=CC9)[P](C=1C=CC=CC1)(C=1C=CC=CC1)C=1C=CC=CC1 ((PPh3)4Pd). Product: ClC1=C(C=CC(=C1)N)C1=CC(=CC=C1)[N+](=O)[O-] (2-chloro-4-amino-3′-nitrobiphenyl). Yield: 32.2%. RXN SMILES: [N+:1]([C:4]1[CH:5]=[C:6](B(O)O)[CH:7]=[CH:8][CH:9]=1)([O-:3])=[O:2].Br[C:14]1[CH:20]=[CH:19][C:17]([NH2:18])=[CH:16][C:15]=1[Cl:21]>C1C=CC([P]([Pd]([P](C2C=CC=CC=2)(C2C=CC=CC=2)C2C=CC=CC=2)([P](C2C=CC=CC=2)(C2C=CC=CC=2)C2C=CC=CC=2)[P](C2C=CC=CC=2)(C2C=CC=CC=2)C2C=CC=CC=2)(C2C=CC=CC=2)C2C=CC=CC=2)=CC=1>[Cl:21][C:15]1[CH:16]=[C:17]([NH2:18])[CH:19]=[CH:20][C:14]=1[C:6]1[CH:7]=[CH:8][CH:9]=[C:4]([N+:1]([O-:3])=[O:2])[CH:5]=1 |^1:25,27,46,65|. Procedure: This compound was prepared by General Method 14 (EXAMPLE 191) from 3-nitrobenzeneboronic acid (0.25 g, 1.5 mmol), 4-bromo-3-chloroaniline (0.21 g, 1.0 mmol), and (PPh3)4Pd (35 mg, 0.030 mmol) to afford 0.08 g (32%) of 2-chloro-4-amino-3′-nitrobiphenyl as an orange solid. Data for 2-chloro-4-amino-3′-nitrobiphenyl: 1H NMR (400 MHz, acetone-d6) 8.29 (app t, J=2.0, 1H), 8.18 (dt, J=9.0, 1.2, 1H), 7.76 (dd, J=9.0, 1.2, 1H), 7.56 (t, J=8.0, 1H), 7.14 (d, J=8.2, 1H), 6.82 (d, J=2.2, 1H), 6.65 (dd, J=8... Reactants: [Cl-].C(C)(C)(C)C1=CC=C(C=C1)[I+]C1=CC=C(C=C1)C(C)(C)C (bis(p-tert-butylphenyl)iodonium chloride), C12(C(=O)CC(CC1)C2(C)C)CS(=O)(=O)OC (methyl camphorsulfonate), resultant mixture. Solvent: C(C)(=O)OCC (Ethyl acetate). Product: C12(C(=O)CC(CC1)C2(C)C)CS(=O)(=O)[O-].C(C)(C)(C)C2=CC=C(C=C2)[I+]C2=CC=C(C=C2)C(C)(C)C (bis(p-tert-butylphenyl)iodonium camphorsulfonate). Yield: 83.0%. As a reaction SMILES: [Cl-].[C:2]([C:6]1[CH:11]=[CH:10][C:9]([I+:12][C:13]2[CH:18]=[CH:17][C:16]([C:19]([CH3:22])([CH3:21])[CH3:20])=[CH:15][CH:14]=2)=[CH:8][CH:7]=1)([CH3:5])([CH3:4])[CH3:3].[C:23]12([CH2:33][S:34]([O:37]C)(=[O:36])=[O:35])[C:30]([CH3:32])([CH3:31])[CH:27]([CH2:28][CH2:29]1)[CH2:26][C:24]2=[O:25]>C(OCC)(=O)C>[C:23]12([CH2:33][S:34]([O-:37])(=[O:35])=[O:36])[C:30]([CH3:32])([CH3:31])[CH:27]([CH2:28][CH2:29]1)[CH2:26][C:24]2=[O:25].[C:19]([C:16]1[CH:17]=[CH:18][C:13]([I+:12][C:9]2[CH:8]=[CH:7][C:6]([C:2]([CH3:5])([CH3:4])[CH3:3])=[CH:11][CH:10]=2)=[CH:14][CH:15]=1)([CH3:22])([CH3:21])[CH3:20] |f:0.1,4.5|. Procedure details: Ethyl acetate (50 ml) was added to bis(p-tert-butylphenyl)iodonium chloride (17.06 g; 39.79 mmol) and methyl camphorsulfonate (10.78 g; 43.76 mmol). The resultant mixture was heated at 77° C.-80° C. and refluxed for 24 hours while being stirred. The reaction mixture was cooled, and formed solid was removed through filteration. The solid was recrystallized from acetone, and dried under vacuum, to thereby yield 20.63 g of bis(p-tert-butylphenyl)iodonium camphorsulfonate (yield: 83%). Starting materials: Cc1nc(Cl)c(Br)c(=O)n1C, Cc1ccc(CS)cc1, CO, [Na+], [Na+], O=C([O-])[O-], O. Product: Cc1ccc(CSc2nc(C)n(C)c(=O)c2Br)cc1. Reaction SMILES: [Br:1][c:2]1[c:3](=[O:11])[n:4]([CH3:10])[c:5]([CH3:9])[n:6][c:7]1[Cl:8].[CH3:12][c:13]1[cH:14][cH:15][c:16]([CH2:17][SH:18])[cH:19][cH:20]1.[CH3:28][OH:29].[Na+:21].[Na+:22].[O-:23][C:24](=[O:25])[O-:26].[OH2:27]>>[Br:1][c:2]1[c:3](=[O:11])[n:4]([CH3:10])[c:5]([CH3:9])[n:6][c:7]1[S:18][CH2:17][c:16]1[cH:15][cH:14][c:13]([CH3:12])[cH:20][cH:19]1.